From a dataset of the Open Reaction Database (ORD), a public repository of structured organic reaction records. describe an organic reaction: reactants, conditions, products, and yield The reactants are Cl (hydrochloric acid), C(C1=CC=CC=C1)N1C(COC(C1)(CCOS(=O)(=O)C)C1=CC(=C(C=C1)Cl)Cl)=O (4-Benzyl-6-(3,4-dichlorophenyl)-6-[2-(methanesulfonyloxy)ethyl]morpholin-3-one), FC(C(=O)O)(F)F.C(C)OC(=O)NC1(CCNCC1)C1=CC=CC=C1 (4-(ethoxycarbonylamino)-4-phenylpiperidine trifluoroacetate), C(=O)([O-])[O-].[K+].[K+] (K2CO3). The solvent is O (water), CCOCC (ether), CN(C)C=O (DMF), C(Cl)Cl (DCM). Conditions: time 30 minute. Product: O.Cl.C(C1=CC=CC=C1)N1C(COC(C1)(C1=CC(=C(C=C1)Cl)Cl)CCN1CCC(CC1)(C1=CC=CC=C1)NC(=O)OCC)=O (4-Benzyl-6-[2-[4-(ethoxycarbonylamino)-4-phenylpiperid-1-yl]ethyl]-6-(3,4-dichlorophenyl)morpholin-3-one hydrochloride monohydrate). Yield: 65.2%. As a reaction SMILES: [CH2:1]([N:8]1[CH2:13][C:12]([C:21]2[CH:26]=[CH:25][C:24]([Cl:27])=[C:23]([Cl:28])[CH:22]=2)([CH2:14][CH2:15]OS(C)(=O)=O)[O:11][CH2:10][C:9]1=[O:29])[C:2]1[CH:7]=[CH:6][CH:5]=[CH:4][CH:3]=1.FC(F)(F)C(O)=O.[CH2:37]([O:39][C:40]([NH:42][C:43]1([C:49]2[CH:54]=[CH:53][CH:52]=[CH:51][CH:50]=2)[CH2:48][CH2:47][NH:46][CH2:45][CH2:44]1)=[O:41])[CH3:38].C([O-])([O-])=O.[K+].[K+].Cl>CN(C=O)C.C(Cl)Cl.CCOCC.O>[OH2:11].[ClH:27].[CH2:1]([N:8]1[CH2:13][C:12]([CH2:14][CH2:15][N:46]2[CH2:45][CH2:44][C:43]([NH:42][C:40]([O:39][CH2:37][CH3:38])=[O:41])([C:49]3[CH:50]=[CH:51][CH:52]=[CH:53][CH:54]=3)[CH2:48][CH2:47]2)([C:21]2[CH:26]=[CH:25][C:24]([Cl:27])=[C:23]([Cl:28])[CH:22]=2)[O:11][CH2:10][C:9]1=[O:29])[C:2]1[CH:3]=[CH:4][CH:5]=[CH:6][CH:7]=1 |f:1.2,3.4.5,11.12.13|. Reported procedure: A mixture of 1.1 g of the compound obtained in step B of EXAMPLE 14, 1 g of 4-(ethoxycarbonylamino)-4-phenylpiperidine trifluoroacetate and 0.7 g of K2CO3 in 3 ml of DMF is heated at 80°-100° C. for 2 hours. After cooling to RT, the reaction mixture is poured into water and stirred for 30 minutes and the precipitate formed is wrung, washed with water and dried under vacuum at 60° C. The precipitate is chromatographed on silica H using a DCM/MeOH mixture (from 100/1; v/v to 100/4.5; v/v) as the e... The reactants are COC1=CC=C(C=C1)NC=1N=NC(=CN1)C(C)NC(C(C)C1=CC=CC=C1)=O (N-[1-(3-{[4-(methyloxy)phenyl]amino}-1,2,4-triazin-6-yl)ethyl]-2-phenylpropanamide), P(=O)(Cl)(Cl)Cl (phosphorus oxychloride), COC1=CC=C(C=C1)NC=1N=NC(=CN1)C(C)NC(C(C)C1=CC=CC=C1)=O (N-[1-(3-{[4-(methyloxy)phenyl]amino}-1,2,4-triazin-6-yl)ethyl]-2-phenylpropanamide), N1N=CN=C1 (1,2,4 triazole). RXN SMILES: [CH3:1][O:2][C:3]1[CH:8]=[CH:7][C:6]([NH:9][C:10]2[N:11]=[N:12][C:13]([CH:16]([NH:18][C:19](=O)[CH:20]([C:22]3[CH:27]=[CH:26][CH:25]=[CH:24][CH:23]=3)[CH3:21])[CH3:17])=[CH:14][N:15]=2)=[CH:5][CH:4]=1.N1C=NC=N1.P(Cl)(Cl)(Cl)=O>N1C=CC=CC=1>[CH3:17][C:16]1[N:18]=[C:19]([CH:20]([C:22]2[CH:27]=[CH:26][CH:25]=[CH:24][CH:23]=2)[CH3:21])[N:12]2[C:13]=1[CH:14]=[N:15][C:10]([NH:9][C:6]1[CH:7]=[CH:8][C:3]([O:2][CH3:1])=[CH:4][CH:5]=1)=[N:11]2. Isolated yield 12.3%. Product: CC=1N=C(N2N=C(N=CC21)NC2=CC=C(C=C2)OC)C(C)C2=CC=CC=C2 (5-methyl-N-[4-(methyloxy)phenyl]-7-(1-phenylethyl)imidazo[5,1-f][1,2,4]triazin-2-amine). The solvent is N1=CC=CC=C1 (pyridine). Procedure: Applying the Cyclization Procedure 2, using N-[1-(3-{[4-(methyloxy)phenyl]amino}-1,2,4-triazin-6-yl)ethyl]-2-phenylpropanamide (Intermediate 55) (129 mg, 0.34 mmol), pyridine (3.4 mL), 1,2,4 triazole (71 mg, 1.03 mmol) and phosphorus oxychloride (0.048+0.048 mL, 1.03 mmol), to afford 5-methyl-N-[4-(methyloxy)phenyl]-7-(1-phenylethyl)imidazo[5,1-f][1,2,4]triazin-2-amine (15 mg) as a yellow solid. MS m/z 360 (M+1). The reactants are C(C)OC(C)OC(C#N)C(C1=CC=C(C=C1)N1CCOCC1)OC (2-(1-ethoxyethoxy)-3-methoxy-3-(4-morpholinophenyl)propanenitrile), NO.Cl (NH2OH.HCl), C(=O)(O)[O-].[Na+] (NaHCO3). The solvent is CO (MeOH). Reaction conditions: temperature 75 celsius, time 16 hour. Product: C(C)OC(C)OC(/C(/N)=N/O)C(C1=CC=C(C=C1)N1CCOCC1)OC ((Z)-2-(1-ethoxyethoxy)-N′-hydroxy-3-methoxy-3-(4-morpholinophenyl)propanimidamide). RXN SMILES: [CH2:1]([O:3][CH:4]([O:6][CH:7]([CH:10]([O:23][CH3:24])[C:11]1[CH:16]=[CH:15][C:14]([N:17]2[CH2:22][CH2:21][O:20][CH2:19][CH2:18]2)=[CH:13][CH:12]=1)[C:8]#[N:9])[CH3:5])[CH3:2].[NH2:25][OH:26].Cl.C([O-])(O)=O.[Na+]>CO>[CH2:1]([O:3][CH:4]([O:6][CH:7]([CH:10]([O:23][CH3:24])[C:11]1[CH:16]=[CH:15][C:14]([N:17]2[CH2:18][CH2:19][O:20][CH2:21][CH2:22]2)=[CH:13][CH:12]=1)/[C:8](=[N:25]/[OH:26])/[NH2:9])[CH3:5])[CH3:2] |f:1.2,3.4|. Procedure: To a solution of 2-(1-ethoxyethoxy)-3-methoxy-3-(4-morpholinophenyl)propanenitrile (0.60 g, 1.8 mmol) in anhydr MeOH (10 mL) under argon was added NH2OH.HCl (0.175 g, 2.5 mmol) and NaHCO3 (0.234 g, 2.8 mmol). The reaction was heated briefly at 75° C. then at 60° C. for 16 hrs. After cooling to room temp, the mixture was concentrated in vacuo to give (Z)-2-(1-ethoxyethoxy)-N′-hydroxy-3-methoxy-3-(4-morpholinophenyl)propanimidamide which was used in the next synthetic step without further purifica... Starting materials: BrC=1SC2=C(N1)C(=CC=C2)Cl (2-bromo-4-chlorobenzothiazole), ClC=1SC2=C(N1)C(=CC=C2)Cl (2,4-dichlorobenzothiazole), 1,5-diazabicyclo[5.4.0]undecene-5, CO (methanol). The solvent is O (water). Product: COC=1SC2=C(N1)C(=CC=C2)Cl (2-methoxy-4-chlorobenzothiazole). Isolated yield 92.5%. As a reaction SMILES: Br[C:2]1[S:3][C:4]2[CH:10]=[CH:9][CH:8]=[C:7]([Cl:11])[C:5]=2[N:6]=1.ClC1SC2C=CC=C(Cl)C=2N=1.[CH3:23][OH:24]>O>[CH3:23][O:24][C:2]1[S:3][C:4]2[CH:10]=[CH:9][CH:8]=[C:7]([Cl:11])[C:5]=2[N:6]=1. Procedure details: A mixture (5 g, 0.023 mole) of 2-bromo-4-chlorobenzothiazole and 2,4-dichlorobenzothiazole and 1,5-diazabicyclo[5.4.0]undecene-5 (DBU) (3.8 g, 0.025 mole) were added to methanol (80 c.c.), and the mixture was heated under reflux for 4 hours. After cooling, water (150 c.c.) was added to the reaction solution, followed by ice-cooling. The deposited crystals were filtered and washed twice with water to obtain 4.23 g of 2-methoxy-4-chlorobenzothiazole. Yield 92.5%, purity 98.5%, m.p. 55°-57° C. Starting materials: ClC1=NC=CC2=CC(=CC=C12)S(=O)(=O)NC=1SC=CN1 (1-chloro-N-(thiazol-2-yl)isoquinoline-6-sulfonamide), C([O-])([O-])=O.[K+].[K+] (potassium carbonate), C1(=CC=CC=C1)C1CNCC1 (3-Phenyl-pyrrolidine). Solvent: CN(C)C=O (DMF). Run at temperature 110 celsius, time 8 hour. The product is C1(=CC=CC=C1)C1CN(CC1)C1=NC=CC2=CC(=CC=C12)S(=O)(=O)NC=1SC=CN1 (1-(3-phenylpyrrolidin-1-yl)-N-(thiazol-2-yl)isoquinoline-6-sulfonamide). As a reaction SMILES: Cl[C:2]1[C:11]2[C:6](=[CH:7][C:8]([S:12]([NH:15][C:16]3[S:17][CH:18]=[CH:19][N:20]=3)(=[O:14])=[O:13])=[CH:9][CH:10]=2)[CH:5]=[CH:4][N:3]=1.C(=O)([O-])[O-].[K+].[K+].[C:27]1([CH:33]2[CH2:37][CH2:36][NH:35][CH2:34]2)[CH:32]=[CH:31][CH:30]=[CH:29][CH:28]=1>CN(C=O)C>[C:27]1([CH:33]2[CH2:37][CH2:36][N:35]([C:2]3[C:11]4[C:6](=[CH:7][C:8]([S:12]([NH:15][C:16]5[S:17][CH:18]=[CH:19][N:20]=5)(=[O:14])=[O:13])=[CH:9][CH:10]=4)[CH:5]=[CH:4][N:3]=3)[CH2:34]2)[CH:32]=[CH:31][CH:30]=[CH:29][CH:28]=1 |f:1.2.3|. Reported procedure: 1-Chloro-N-(thiazol-2-yl)isoquinoline-6-sulfonamide (from Example 73, step 2; 0.050 g, 0.153 mmol) and potassium carbonate (0.106 g, 0.767 mmol) were dissolved in DMF (1.023 ml). 3-Phenyl-pyrrolidine (0.032 ml, 0.230 mmol) was added and the reaction was stirred overnight at 110° C. The reaction was filtered through a syringe filter and purified via HPLC (25 to 70% MeCN:H2O with 0.1% TFA modifier). The product fractions were combined and concentrated. The material was dissolved in methanol and pa...